This data is from the Open Reaction Database (ORD), a public repository of structured organic reaction records. The task is: describe an organic reaction: reactants, conditions, products, and yield The reactants are BrC1=CC2=C(N=C(C=3C=CNC(C23)=O)NC2=C(C=C(C=C2Cl)C(C)O)Cl)C=C1 (9-bromo-5-{[2,6-dichloro-4-(1-hydroxyethyl)phenyl]amino}benzo[c]-2,6-naphthyridin-1(2H)-one), C([O-])([O-])=O.[Na+].[Na+] (sodium carbonate), CN1N=CC(=C1)B1OC(C(O1)(C)C)(C)C (1-methyl-4-(4,4,5,5-tetramethyl-1,3,2-dioxaborolan-2-yl)-1H-pyrazole). The reagents and catalysts are C=1C=CC(=CC1)[P](C=2C=CC=CC2)(C=3C=CC=CC3)[Pd]([P](C=4C=CC=CC4)(C=5C=CC=CC5)C=6C=CC=CC6)([P](C=7C=CC=CC7)(C=8C=CC=CC8)C=9C=CC=CC9)[P](C=1C=CC=CC1)(C=1C=CC=CC1)C=1C=CC=CC1 (tetrakis(triphenylphosphine)palladium). Solvent: CN(C)C=O (DMF). Reaction conditions: temperature 80 celsius. The product is ClC1=C(C(=CC(=C1)C(C)O)Cl)NC1=NC2=C(C=3C(NC=CC13)=O)C=C(C=C2)C=2C=NN(C2)C (5-{[2,6-dichloro-4-(1-hydroxyethyl)phenyl]amino}-9-(1-methyl-1H-pyrazol-4-yl)benzo[c]-2,6-naphthyridin-1(2H)-one). Reaction SMILES: Br[C:2]1[CH:28]=[CH:27][C:5]2[N:6]=[C:7]([NH:15][C:16]3[C:21]([Cl:22])=[CH:20][C:19]([CH:23]([OH:25])[CH3:24])=[CH:18][C:17]=3[Cl:26])[C:8]3[CH:9]=[CH:10][NH:11][C:12](=[O:14])[C:13]=3[C:4]=2[CH:3]=1.C(=O)([O-])[O-].[Na+].[Na+].[CH3:35][N:36]1[CH:40]=[C:39](B2OC(C)(C)C(C)(C)O2)[CH:38]=[N:37]1>CN(C=O)C.C1C=CC([P]([Pd]([P](C2C=CC=CC=2)(C2C=CC=CC=2)C2C=CC=CC=2)([P](C2C=CC=CC=2)(C2C=CC=CC=2)C2C=CC=CC=2)[P](C2C=CC=CC=2)(C2C=CC=CC=2)C2C=CC=CC=2)(C2C=CC=CC=2)C2C=CC=CC=2)=CC=1>[Cl:26][C:17]1[CH:18]=[C:19]([CH:23]([OH:25])[CH3:24])[CH:20]=[C:21]([Cl:22])[C:16]=1[NH:15][C:7]1[C:8]2[CH:9]=[CH:10][NH:11][C:12](=[O:14])[C:13]=2[C:4]2[CH:3]=[C:2]([C:39]3[CH:38]=[N:37][N:36]([CH3:35])[CH:40]=3)[CH:28]=[CH:27][C:5]=2[N:6]=1 |f:1.2.3,^1:58,60,79,98|. Reported procedure: To a solution of 9-bromo-5-{[2,6-dichloro-4-(1-hydroxyethyl)phenyl]amino}benzo[c]-2,6-naphthyridin-1(2H)-one (Examples 94 and 95, Step 3) (300 mg, 0.63 mmol) in DMF (3 mL) were added sodium carbonate (0.3 mL, 2 M) and 1-methyl-4-(4,4,5,5-tetramethyl-1,3,2-dioxaborolan-2-yl)-1H-pyrazole (208 mg, 1.00 mmol), followed by tetrakis(triphenylphosphine)palladium (0) (145 mg, 0.13 mmol). The solution was degassed by bubbling nitrogen gas for 5 min. The reaction vessel was sealed and heated to 80° C. ove... Starting materials: ClCCC(=O)[C-]1C=CC=C1.[CH-]1C=CC=C1.[Fe+2] (Chloropropionylferrocene), C1(CCCCC1)S (cyclohexylmercaptan), O1CCOCC1 (dioxan), [OH-].[Na+] (Sodium hydroxide). Run in minium water, O (water). Reaction conditions: time 3 hour. Product: C1(CCCCC1)SCCC(=O)[C-]1C=CC=C1.[CH-]1C=CC=C1.[Fe+2] (3-(cyclohexylthio)propionyl ferrocene). The yield is 20.0%. RXN SMILES: [OH-].[Na+].[CH:3]1([SH:9])[CH2:8][CH2:7][CH2:6][CH2:5][CH2:4]1.O1CCOCC1.Cl[CH2:17][CH2:18][C:19]([C-:21]1[CH:25]=[CH:24][CH:23]=[CH:22]1)=[O:20].[CH-:26]1[CH:30]=[CH:29][CH:28]=[CH:27]1.[Fe+2:31]>O>[CH:3]1([S:9][CH2:17][CH2:18][C:19]([C-:21]2[CH:25]=[CH:24][CH:23]=[CH:22]2)=[O:20])[CH2:8][CH2:7][CH2:6][CH2:5][CH2:4]1.[CH-:26]1[CH:30]=[CH:29][CH:28]=[CH:27]1.[Fe+2:31] |f:0.1,4.5.6,8.9.10|. Procedure details: Sodium hydroxide (0.25 mole) dissolved in minium water was treated with cyclohexylmercaptan (0.25 mole) and 700 ml dioxan. Chloropropionylferrocene (0.25 mole) was then added and the resulting mixture stirred on a steam bath for 3 hours. The mixture was diluted with water and extracted with chloroform. The organic liquors were washed successively with aqueous sodium hydroxide and water, dried and concentrated affording crude product. This was chromatographed through a silica gel column (20:1 rat... Reactants: C(C)(C)(C)C1=C(C(=CC(=C1)N)C(C)(C)C)O (2,6-di tert.butyl-4-aminophenol), C(C)(C)(C)C1=C(C(=CC(=C1)N)C(C)(C)C)O (2,6-di tert.butyl-4-aminophenol), C1(\C=C/C(=O)O1)=O (maleic anhydride). Solvent: C1=CC=CC=C1 (benzene). Conditions: time 2 hour. The product is C(C)(C)(C)C=1C=C(C=C(C1O)C(C)(C)C)NC(\C=C/C(=O)O)=O (N-(3,5-di tert.butyl-4-hydroxyphenyl)maleamic acid). As a reaction SMILES: [C:1]([C:5]1[CH:10]=[C:9]([NH2:11])[CH:8]=[C:7]([C:12]([CH3:15])([CH3:14])[CH3:13])[C:6]=1[OH:16])([CH3:4])([CH3:3])[CH3:2].[C:17]1(=[O:23])[O:22][C:20](=[O:21])[CH:19]=[CH:18]1>C1C=CC=CC=1>[C:1]([C:5]1[CH:10]=[C:9]([NH:11][C:17](=[O:23])/[CH:18]=[CH:19]\[C:20]([OH:22])=[O:21])[CH:8]=[C:7]([C:12]([CH3:15])([CH3:14])[CH3:13])[C:6]=1[OH:16])([CH3:4])([CH3:3])[CH3:2]. Reported procedure: N-(3,5-di tert.butyl-4-hydroxyphenyl)maleamic acid was prepared by adding to the benzene solution of 2,6-di tert.butyl-4-aminophenol in 15 minutes at 15° C. to 31° C. a solution of 9.8 grams of maleic anhydride in 50 milliliters of benzene. The mixture was stirred for 2 hours and the solid product was filtered off and dried. The yield was 19.5 grams and the product melted at 206° C. to 207° C. (with decomposition). Reactants: Cc1cc(N2CCC(N3CCCC3C)C2)ccc1N, O=C(Cl)c1ccccc1F. The product is Cc1cc(N2CCC(N3CCCC3C)C2)ccc1NC(=O)c1ccccc1F. RXN SMILES: [CH3:1][c:2]1[c:3]([NH2:19])[cH:4][cH:5][c:6]([N:8]2[CH2:9][CH:10]([N:13]3[CH:14]([CH3:18])[CH2:15][CH2:16][CH2:17]3)[CH2:11][CH2:12]2)[cH:7]1.[F:20][c:21]1[c:22]([C:23](=[O:24])[Cl:25])[cH:26][cH:27][cH:28][cH:29]1>>[CH3:1][c:2]1[c:3]([NH:19][C:23]([c:22]2[c:21]([F:20])[cH:29][cH:28][cH:27][cH:26]2)=[O:24])[cH:4][cH:5][c:6]([N:8]2[CH2:9][CH:10]([N:13]3[CH:14]([CH3:18])[CH2:15][CH2:16][CH2:17]3)[CH2:11][CH2:12]2)[cH:7]1.